Task: describe an organic reaction: reactants, conditions, products, and yield. Dataset: the Open Reaction Database (ORD), a public repository of structured organic reaction records Starting materials: O=C(c1ccc(F)cc1)N(Cc1cc(-c2ccc3c(c2)nnn3C(c2ccccc2)(c2ccccc2)c2ccccc2)ccc1F)C1CCN(C2CC2)CC1, ClCCl, [Na+], [Na+], O=C([O-])[O-], O=C(O)C(F)(F)F. Product: O=C(c1ccc(F)cc1)N(Cc1cc(-c2ccc3[nH]nnc3c2)ccc1F)C1CCN(C2CC2)CC1. Reaction SMILES: [CH:8]1([N:11]2[CH2:12][CH2:13][CH:14]([N:17]([C:18]([c:19]3[cH:20][cH:21][c:22]([F:25])[cH:23][cH:24]3)=[O:26])[CH2:27][c:28]3[c:29]([F:62])[cH:30][cH:31][c:32](-[c:34]4[cH:35][c:36]5[c:37]([n:38]([C:41]([c:42]6[cH:43][cH:44][cH:45][cH:46][cH:47]6)([c:48]6[cH:49][cH:50][cH:51][cH:52][cH:53]6)[c:54]6[cH:55][cH:56][cH:57][cH:58][cH:59]6)[n:39][n:40]5)[cH:60][cH:61]4)[cH:33]3)[CH2:15][CH2:16]2)[CH2:9][CH2:10]1.[Cl:69][CH2:70][Cl:71].[Na+:63].[Na+:64].[O-:65][C:66](=[O:67])[O-:68].[OH:1][C:2]([C:3]([F:4])([F:5])[F:6])=[O:7]>>[CH:8]1([N:11]2[CH2:12][CH2:13][CH:14]([N:17]([C:18]([c:19]3[cH:20][cH:21][c:22]([F:25])[cH:23][cH:24]3)=[O:26])[CH2:27][c:28]3[c:29]([F:62])[cH:30][cH:31][c:32](-[c:34]4[cH:35][c:36]5[c:37]([nH:38][n:39][n:40]5)[cH:60][cH:61]4)[cH:33]3)[CH2:15][CH2:16]2)[CH2:9][CH2:10]1. RXN SMILES: [Br:23][CH2:24][CH2:25][CH2:26][CH2:27][Br:28].[CH:1]1([CH2:4][O:5][c:6]2[cH:7][c:8]([CH2:15][C:16](=[O:17])[O:18][CH2:19][CH3:20])[cH:9][cH:10][c:11]2[N+:12](=[O:13])[O-:14])[CH2:2][CH2:3]1.[Cl-:29].[H-:22].[NH4+:30].[Na+:21].[O:31]=[CH:32][N:33]([CH3:34])[CH3:35]>>[CH:1]1([CH2:4][O:5][c:6]2[cH:7][c:8]([C:15]3([C:16](=[O:17])[O:18][CH2:19][CH3:20])[CH2:24][CH2:25][CH2:26][CH2:27]3)[cH:9][cH:10][c:11]2[N+:12](=[O:13])[O-:14])[CH2:2][CH2:3]1. Yields the product CCOC(=O)C1(c2ccc([N+](=O)[O-])c(OCC3CC3)c2)CCCC1. Reactants: BrCCCCBr, CCOC(=O)Cc1ccc([N+](=O)[O-])c(OCC2CC2)c1, [Cl-], [H-], [NH4+], [Na+], CN(C)C=O. The yield is 83.1%. Reagents/catalysts: [Fe] (iron). Reactants: FC1=C(C(=CC=C1)F)C(=O)N1CCC(CC1)OC1=NC=CC(=C1)[N+](=O)[O-] ((2,6-difluoro-phenyl)-[4-(4-nitro-pyridin-2-yloxy)-piperidin-1-yl]-methanone). Reported procedure: Add powered iron (419 mg, 7.5 mmol) to a solution of 1.1 g (3.0 mmol) of (2,6-difluoro-phenyl)-[4-(4-nitro-pyridin-2-yloxy)-piperidin-1-yl]-methanone, in glacial acetic acid (10 mL) and stir at 80° C. After 15 min, allow the mixture to reach room temperature and filter through Celite®. Wash the Celite® pad with Et2O and EtOAc. Wash the resulting organic layer with water, a saturated aqueous NaHCO3 solution and a saturated aqueous sodium chloride solution. Separate organic layer, dry over MgSO4 a... Product: NC1=CC(=NC=C1)OC1CCN(CC1)C(=O)C1=C(C=CC=C1F)F ([4-(4-Amino-pyridin-2-yloxy)-piperidin-1-yl]-(2,6-difluoro-phenyl)-methanone). Solvent: C(C)(=O)O (acetic acid). RXN SMILES: [F:1][C:2]1[CH:7]=[CH:6][CH:5]=[C:4]([F:8])[C:3]=1[C:9]([N:11]1[CH2:16][CH2:15][CH:14]([O:17][C:18]2[CH:23]=[C:22]([N+:24]([O-])=O)[CH:21]=[CH:20][N:19]=2)[CH2:13][CH2:12]1)=[O:10]>C(O)(=O)C.[Fe]>[NH2:24][C:22]1[CH:21]=[CH:20][N:19]=[C:18]([O:17][CH:14]2[CH2:13][CH2:12][N:11]([C:9]([C:3]3[C:2]([F:1])=[CH:7][CH:6]=[CH:5][C:4]=3[F:8])=[O:10])[CH2:16][CH2:15]2)[CH:23]=1. Reaction conditions: time 15 minute. The reactants are COC1=CC=C(C=C1)C1=C(OC=2N=CN=C(C21)NC=2C=C(C=CC2)CCC(=O)O)C2=CC=CC=C2 (3-(3-{[5-(4-methoxyphenyl)-6-phenylfuro[2,3-d]pyrimidin-4-yl]amino}phenyl)propanoic acid), [OH-].[Na+] (sodium hydroxide). Solvent: C1CCOC1 (THF). Reaction conditions: time 1 hour. Yields the product [Na+].COC1=CC=C(C=C1)C1=C(OC=2N=CN=C(C21)NC=2C=C(C=CC2)CCC(=O)[O-])C2=CC=CC=C2 (3-(3-{[5-(4-Methoxyphenyl)-6-phenylfuro[2,3-d]pyrimidin-4-yl]amino}phenyl)propanoic acid sodium salt). Reaction SMILES: [CH3:1][O:2][C:3]1[CH:8]=[CH:7][C:6]([C:9]2[C:17]3[C:16]([NH:18][C:19]4[CH:20]=[C:21]([CH2:25][CH2:26][C:27]([OH:29])=[O:28])[CH:22]=[CH:23][CH:24]=4)=[N:15][CH:14]=[N:13][C:12]=3[O:11][C:10]=2[C:30]2[CH:35]=[CH:34][CH:33]=[CH:32][CH:31]=2)=[CH:5][CH:4]=1.[OH-].[Na+:37]>C1COCC1>[Na+:37].[CH3:1][O:2][C:3]1[CH:4]=[CH:5][C:6]([C:9]2[C:17]3[C:16]([NH:18][C:19]4[CH:20]=[C:21]([CH2:25][CH2:26][C:27]([O-:29])=[O:28])[CH:22]=[CH:23][CH:24]=4)=[N:15][CH:14]=[N:13][C:12]=3[O:11][C:10]=2[C:30]2[CH:35]=[CH:34][CH:33]=[CH:32][CH:31]=2)=[CH:7][CH:8]=1 |f:1.2,4.5|. Procedure details: Dissolve 150 mg (0.322 mmol) of 3-(3-{[5-(4-methoxyphenyl)-6-phenylfuro[2,3-d]pyrimidin-4-yl]amino}phenyl)propanoic acid in 5 ml of THF and add 0.322 ml of 1N sodium hydroxide solution. Stir the mixture at RT for 1 h, then concentrate under reduced pressure and dry the residue under high vacuum overnight. 155.7 mg (99.1% of theory) of the target product are obtained as a colourless solid. Product: COc1ccc2c(=O)n(CC(CO)NCc3cccnc3)c(C#N)c(-c3ccccc3)c2c1. RXN SMILES: [C:19]([Si:20]([c:21]1[cH:22][cH:23][cH:57][cH:58][cH:59]1)([O:24][CH2:25][CH:26]([CH2:27][n:28]1[c:29](=[O:48])[c:30]2[cH:31][cH:32][c:33]([O:46][CH3:47])[cH:34][c:35]2[c:36](-[c:40]2[cH:41][cH:42][cH:43][cH:44][cH:45]2)[c:37]1[C:38]#[N:39])[NH:49][CH2:50][c:51]1[cH:52][n:53][cH:54][cH:55][cH:56]1)[c:60]1[cH:61][cH:62][cH:63][cH:64][cH:65]1)([CH3:66])([CH3:67])[CH3:68].[CH2:2]([N+:3]([CH2:4][CH2:5][CH2:6][CH3:7])([CH2:8][CH2:9][CH2:10][CH3:11])[CH2:12][CH2:13][CH2:14][CH3:15])[CH2:16][CH2:17][CH3:18].[CH2:69]1[O:70][CH2:71][CH2:72][CH2:73]1.[F-:1]>>[OH:24][CH2:25][CH:26]([CH2:27][n:28]1[c:29](=[O:48])[c:30]2[cH:31][cH:32][c:33]([O:46][CH3:47])[cH:34][c:35]2[c:36](-[c:40]2[cH:41][cH:42][cH:43][cH:44][cH:45]2)[c:37]1[C:38]#[N:39])[NH:49][CH2:50][c:51]1[cH:52][n:53][cH:54][cH:55][cH:56]1. Reactants: COc1ccc2c(=O)n(CC(CO[Si](c3ccccc3)(c3ccccc3)C(C)(C)C)NCc3cccnc3)c(C#N)c(-c3ccccc3)c2c1, CCCC[N+](CCCC)(CCCC)CCCC, C1CCOC1, [F-]. The reactants are COC1=CC=C(C=O)C=C1 (4-methoxybenzaldehyde), C1(CC1)C(CC(=O)C1CC1)=O (1,3-dicyclopropyl-1,3-propanedione). Product: COC1=CC=C(C=C1)C=C(C(=O)C1CC1)C(=O)C1CC1 (2-[(4-Methoxyphenyl)methylene]-1,3-dicyclopropyl-1,3-propanedione). As a reaction SMILES: [CH3:1][O:2][C:3]1[CH:10]=[CH:9][C:6]([CH:7]=O)=[CH:5][CH:4]=1.[CH:11]1([C:14](=[O:21])[CH2:15][C:16]([CH:18]2[CH2:20][CH2:19]2)=[O:17])[CH2:13][CH2:12]1>>[CH3:1][O:2][C:3]1[CH:10]=[CH:9][C:6]([CH:7]=[C:15]([C:14]([CH:11]2[CH2:13][CH2:12]2)=[O:21])[C:16]([CH:18]2[CH2:20][CH2:19]2)=[O:17])=[CH:5][CH:4]=1. Reported procedure: The procedure described in Example 19 was repeated by using 0.68 g 4-methoxybenzaldehyde and 0.77 g 1,3-dicyclopropyl-1,3-propanedione. Yield 0.46 g, mp 60.5°-61.5° C.